Dataset: the Open Reaction Database (ORD), a public repository of structured organic reaction records. Task: describe an organic reaction: reactants, conditions, products, and yield Starting materials: C(=C)C1=NC=CC=C1 (2-(ethenyl)pyridine), FC1=CC=C(C=C1)CN1C(=NC2=C1C=CC=C2)NC2CCNCC2 (1-[(4-fluorophenyl)methyl]-N-(4-piperidinyl)-1H-benzimidazol-2-amine). Run in C(CCC)O (1-butanol). Yields the product FC1=CC=C(C=C1)CN1C(=NC2=C1C=CC=C2)NC2CCN(CC2)CCC2=NC=CC=C2 (1-[(4-fluorophenyl)methyl]-N-{1-[2-(2-pyridinyl)ethyl]-4-piperidinyl}-1H-benzimidazol-2-amine). The yield is 23.0%. Reaction SMILES: [CH:1]([C:3]1[CH:8]=[CH:7][CH:6]=[CH:5][N:4]=1)=[CH2:2].[F:9][C:10]1[CH:15]=[CH:14][C:13]([CH2:16][N:17]2[C:21]3[CH:22]=[CH:23][CH:24]=[CH:25][C:20]=3[N:19]=[C:18]2[NH:26][CH:27]2[CH2:32][CH2:31][NH:30][CH2:29][CH2:28]2)=[CH:12][CH:11]=1>C(O)CCC>[F:9][C:10]1[CH:15]=[CH:14][C:13]([CH2:16][N:17]2[C:21]3[CH:22]=[CH:23][CH:24]=[CH:25][C:20]=3[N:19]=[C:18]2[NH:26][CH:27]2[CH2:28][CH2:29][N:30]([CH2:2][CH2:1][C:3]3[CH:8]=[CH:7][CH:6]=[CH:5][N:4]=3)[CH2:31][CH2:32]2)=[CH:12][CH:11]=1. Procedure: A mixture of 2.1 parts of 2-(ethenyl)pyridine, 3.25 parts of 1-[(4-fluorophenyl)methyl]-N-(4-piperidinyl)-1H-benzimidazol-2-amine and 80 parts of 1-butanol is stirred and refluxed overnight. The reaction mixture is evaporated. The residue is purified by column-chromatography over silica gel using a mixture of trichloromethane and methanol (97:3 by volume) as eluent. The pure fractions are collected and the eluent is evaporated. The residue is crystallized from 2,2'-oxybispropane, yielding 1 part... Starting materials: C(Cl)(Cl)Cl (chloroform), ClC1=CC=C(C=C1)N=C=O (4-chlorophenyl isocyanate), ice water, [I-].C[S+](=O)(C)C (trimethylsulfoxonium iodide), [H][H] (hydrogen), [H-].[Na+] (sodium hydride). The solvent is ClC1=C(C=CC=C1)NC(C=S(=O)(C)C)=O (N-(chlorophenyl)-2-(dimethyloxosulfuranylidene)acetamide), CS(=O)C (dimethylsulfoxide). Yields the product ClC1=CC=C(C=C1)NC(C=S(=O)(C)C)=O (N-(4-chlorophenyl)-2-(dimethyloxosulfuranylidene)acetamide). The yield is 10.0%. As a reaction SMILES: [I-].[CH3:2][S+:3]([CH3:6])([CH3:5])=[O:4].[H-].[Na+].[H][H].[Cl:11][C:12]1[CH:17]=[CH:16][C:15]([N:18]=[C:19]=[O:20])=[CH:14][CH:13]=1.C(Cl)(Cl)Cl>CS(C)=O.ClC1C=CC=CC=1NC(=O)C=S(C)(C)=O>[Cl:11][C:12]1[CH:17]=[CH:16][C:15]([NH:18][C:19](=[O:20])[CH:2]=[S:3]([CH3:6])([CH3:5])=[O:4])=[CH:14][CH:13]=1 |f:0.1,2.3|. Procedure: A solution of 22.0 grams (0.10 mole) of trimethylsulfoxonium iodide in 150 milliliters of dimethylsulfoxide was stirred, with cooling at 20° C., while 4.0 grams (0.10 mole) of 60% sodium hydride were added to the mixture in portions. Stirring was continued until hydrogen evolution was complete and a solution of 15.36 grams (0.10 mole) of 4-chlorophenyl isocyanate then added over a 30 minute period. After stirring for about 2.5 hours the reaction mixture was poured into 200 milliliters of ice wat... The reactants are ClC=1C=CC(=C(C1)C1=CC(N(C=C1)C(C(=O)OCC)CCCC)=O)C#N (ethyl 2-[4-(5-chloro-2-cyanophenyl)-2-oxopyridin-1(2H)-yl]hexanoate), [OH-].[Li+] (lithium hydroxide). The product is ClC=1C=CC(=C(C1)C1=CC(N(C=C1)C(C(=O)O)CCCC)=O)C#N (2-[4-(5-Chloro-2-cyanophenyl)-2-oxopyridin-1(2H)-yl]hexanoic acid). Reaction SMILES: [Cl:1][C:2]1[CH:3]=[CH:4][C:5]([C:25]#[N:26])=[C:6]([C:8]2[CH:13]=[CH:12][N:11]([CH:14]([CH2:20][CH2:21][CH2:22][CH3:23])[C:15]([O:17]CC)=[O:16])[C:10](=[O:24])[CH:9]=2)[CH:7]=1.[OH-].[Li+]>>[Cl:1][C:2]1[CH:3]=[CH:4][C:5]([C:25]#[N:26])=[C:6]([C:8]2[CH:13]=[CH:12][N:11]([CH:14]([CH2:20][CH2:21][CH2:22][CH3:23])[C:15]([OH:17])=[O:16])[C:10](=[O:24])[CH:9]=2)[CH:7]=1 |f:1.2|. Procedure details: 113 mg (purity 95%, 0.29 mmol) of ethyl 2-[4-(5-chloro-2-cyanophenyl)-2-oxopyridin-1(2H)-yl]hexanoate (racemate) were hydrolysed with lithium hydroxide according to General Method 6B. Yield: 64 mg (purity 78%, 50% of theory) The reactants are O=C1c2cc(Br)ccc2CCc2ccc(S(=O)(=O)F)cc21, CNC, C1COCCO1. The product is CN(C)S(=O)(=O)c1ccc2c(c1)C(=O)c1cc(Br)ccc1CC2. As a reaction SMILES: [Br:1][c:2]1[cH:3][cH:4][c:5]2[c:6]([cH:21]1)[C:7](=[O:20])[c:8]1[c:9]([cH:12][cH:13][c:14]([S:16](=[O:17])(=[O:18])[F:19])[cH:15]1)[CH2:10][CH2:11]2.[CH3:22][NH:23][CH3:24].[O:25]1[CH2:26][CH2:27][O:28][CH2:29][CH2:30]1>>[Br:1][c:2]1[cH:3][cH:4][c:5]2[c:6]([cH:21]1)[C:7](=[O:20])[c:8]1[c:9]([cH:12][cH:13][c:14]([S:16](=[O:17])(=[O:18])[N:23]([CH3:22])[CH3:24])[cH:15]1)[CH2:10][CH2:11]2. Reactants: CCOC(=O)/N=N/C(=O)OCC (diethylazodicarboxylate), C(#N)C=1C=C(C=CC1)O (3-Cyanophenol), BrCCCO (3-bromopropanol), C1(=CC=CC=C1)P(C1=CC=CC=C1)C1=CC=CC=C1 (triphenylphosphine). Solvent: C1CCOC1 (THF), CCOCC (ether). Conditions: time 5 hour. Product: BrCCCOC=1C=C(C#N)C=CC1 (3-(3'-Bromopropoxy)benzonitrile). RXN SMILES: [C:1]([C:3]1[CH:4]=[C:5]([OH:9])[CH:6]=[CH:7][CH:8]=1)#[N:2].[Br:10][CH2:11][CH2:12][CH2:13]O.C1(P(C2C=CC=CC=2)C2C=CC=CC=2)C=CC=CC=1.CCOC(/N=N/C(OCC)=O)=O>C1COCC1.CCOCC>[Br:10][CH2:11][CH2:12][CH2:13][O:9][C:5]1[CH:4]=[C:3]([CH:8]=[CH:7][CH:6]=1)[C:1]#[N:2]. Procedure details: 3-Cyanophenol (10.0 g, 84 mM), 3-bromopropanol (20.3 mL, 114 mM), triphenylphosphine (29.7 g, 114 mM) were stirred in anhydrous THF (40 mL) at room temperature and treated with diethylazodicarboxylate (17.8 mL, 114 mM) dropwise over 5 min. under an atmosphere of nitrogen. This mixture stirred for about 5 hours then diluted with ether (500 mL) and filtered through Celite™. The filtrate was concentrated to a reddish oil which was again dissolved in ether (250 mL), diluted with hexanes (200 mL) and... Reactants: BrCC(=O)C1=CC=CC=C1 (2-Bromo-1-phenylethanone), C(C)(C)(C)OC(=O)NC(C(=O)O[C@H]1CN2CCC1CC2)C2=CC=C(C=C2)OC ((R)-quinuclidin-3-yl 2-(tert-butoxycarbonylamino)-2-(4-methoxyphenyl)acetate). Solvent: CCOC(=O)C (EtOAc), C(C)#N (acetonitrile). Run at time 15 hour. The product is O(C(C)C)C(C)C (i-Pr2O), [Br-].C(C)(C)(C)OC(=O)NC(C(=O)O[C@H]1C[N+]2(CCC1CC2)CC(C2=CC=CC=C2)=O)C2=CC=C(C=C2)OC ((3R)-3-(2-(tert-butoxycarbonylamino)-2-(4-methoxyphenyl)acetoxy)-1-(2-oxo-2-phenylethyl)-1-azoniabicyclo[2.2.2]octane bromide). Isolated yield 114.8%. Reaction SMILES: [Br:1][CH2:2][C:3]([C:5]1[CH:10]=[CH:9][CH:8]=[CH:7][CH:6]=1)=[O:4].[C:11]([O:15][C:16]([NH:18][CH:19]([C:31]1[CH:36]=[CH:35][C:34]([O:37][CH3:38])=[CH:33][CH:32]=1)[C:20]([O:22][C@@H:23]1[CH:28]2[CH2:29][CH2:30][N:25]([CH2:26][CH2:27]2)[CH2:24]1)=[O:21])=[O:17])([CH3:14])([CH3:13])[CH3:12]>CCOC(C)=O.C(#N)C>[O:4]([CH:3]([CH3:2])[CH3:5])[CH:11]([CH3:13])[CH3:12].[Br-:1].[C:11]([O:15][C:16]([NH:18][CH:19]([C:31]1[CH:36]=[CH:35][C:34]([O:37][CH3:38])=[CH:33][CH:32]=1)[C:20]([O:22][C@@H:23]1[CH:28]2[CH2:27][CH2:26][N+:25]([CH2:2][C:3](=[O:4])[C:5]3[CH:10]=[CH:9][CH:8]=[CH:7][CH:6]=3)([CH2:30][CH2:29]2)[CH2:24]1)=[O:21])=[O:17])([CH3:14])([CH3:13])[CH3:12] |f:5.6|. Reported procedure: 2-Bromo-1-phenylethanone (39.3 mg, 0.20 mmol) is added to a solution of (R)-quinuclidin-3-yl 2-(tert-butoxycarbonylamino)-2-(4-methoxyphenyl)acetate (C44) (70.0 mg, 0.18 mmol) in EtOAc (2 ml) and acetonitrile (2 ml). The reaction was stirred at RT for 15 hours, and then the solvent was evaporated and the resulting colorless oil was triturated first with i-Pr2O/EtOAc (10/1) and then with i-Pr2O to obtain (3R)-3-(2-(tert-butoxycarbonylamino)-2-(4-methoxyphenyl)acetoxy)-1-(2-oxo-2-phenylethyl)-1-az...